This data is from the Open Reaction Database (ORD), a public repository of structured organic reaction records. The task is: describe an organic reaction: reactants, conditions, products, and yield The reactants are NC1=CC=C(CC2=NC=3N(C(N(C(C3N2)=O)CC2=C(C=CC=C2)F)=O)CCCC)C=C1 (8-(4-amino-benzyl)-3-butyl-1-(2-fluoro-benzyl)-3,7-dihydro-purine-2,6-dione), C1(=CC=CC=C1)S(=O)(=O)Cl (benzenesulfonyl chloride). Product: C(CCC)N1C(N(C(C=2NC(=NC12)CC1=CC=C(C=C1)NS(=O)(=O)C1=CC=CC=C1)=O)CC1=C(C=CC=C1)F)=O (N-{4-[3-Butyl-1-(2-fluoro-benzyl)-2,6-dioxo-2,3,6,7-tetrahydro-1H-purin-8-ylmethyl]-phenyl}-benzenesulfonamide). As a reaction SMILES: [NH2:1][C:2]1[CH:31]=[CH:30][C:5]([CH2:6][C:7]2[NH:15][C:14]3[C:13](=[O:16])[N:12]([CH2:17][C:18]4[CH:23]=[CH:22][CH:21]=[CH:20][C:19]=4[F:24])[C:11](=[O:25])[N:10]([CH2:26][CH2:27][CH2:28][CH3:29])[C:9]=3[N:8]=2)=[CH:4][CH:3]=1.[C:32]1([S:38](Cl)(=[O:40])=[O:39])[CH:37]=[CH:36][CH:35]=[CH:34][CH:33]=1>>[CH2:26]([N:10]1[C:9]2[N:8]=[C:7]([CH2:6][C:5]3[CH:4]=[CH:3][C:2]([NH:1][S:38]([C:32]4[CH:37]=[CH:36][CH:35]=[CH:34][CH:33]=4)(=[O:40])=[O:39])=[CH:31][CH:30]=3)[NH:15][C:14]=2[C:13](=[O:16])[N:12]([CH2:17][C:18]2[CH:23]=[CH:22][CH:21]=[CH:20][C:19]=2[F:24])[C:11]1=[O:25])[CH2:27][CH2:28][CH3:29]. Procedure: Prepared from 8-(4-amino-benzyl)-3-butyl-1-(2-fluoro-benzyl)-3,7-dihydro-purine-2,6-dione and -benzenesulfonyl chloride. Purity (ELSD, based on MW=561.6)=95%. Starting materials: CCCC[N+](CCCC)(CCCC)CCCC, ClCCl, [F-], O=C1CCC(=O)N1Br, COC(=O)c1cc2occc2[nH]1. Product: COC(=O)c1[nH]c2ccoc2c1Br. As a reaction SMILES: [CH2:14]([N+:15]([CH2:16][CH2:17][CH2:18][CH3:19])([CH2:20][CH2:21][CH2:22][CH3:23])[CH2:24][CH2:25][CH2:26][CH3:27])[CH2:28][CH2:29][CH3:30].[Cl:39][CH2:40][Cl:41].[F-:13].[O:31]=[C:32]1[N:33]([Br:38])[C:34](=[O:35])[CH2:36][CH2:37]1.[o:1]1[cH:2][cH:3][c:4]2[nH:5][c:6]([C:9](=[O:10])[O:11][CH3:12])[cH:7][c:8]12>>[o:1]1[cH:2][cH:3][c:4]2[nH:5][c:6]([C:9](=[O:10])[O:11][CH3:12])[c:7]([Br:38])[c:8]12. Reactants: BrC1=C(C(=C(NC)C=C1)[N+](=O)[O-])F (4-bromo-3-fluoro-N-methyl-2-nitroaniline), C([O-])([O-])=O.[Cs+].[Cs+] (cesium carbonate), C1(=CC=CC=C1)S (benzenethiol). Solvent: CN(C=O)C (N,N-dimethylformamide), C(C)(=O)OCC (ethyl acetate), O (water). Run at temperature 80 celsius, time 30 minute. The product is BrC1=C(C(=C(NC)C=C1)[N+](=O)[O-])SC1=CC=CC=C1 (4-Bromo-N-methyl-2-nitro-3-(phenylthio)aniline). Isolated yield 97.3%. Reaction SMILES: [Br:1][C:2]1[CH:9]=[CH:8][C:5]([NH:6][CH3:7])=[C:4]([N+:10]([O-:12])=[O:11])[C:3]=1F.C(=O)([O-])[O-].[Cs+].[Cs+].[C:20]1([SH:26])[CH:25]=[CH:24][CH:23]=[CH:22][CH:21]=1>CN(C)C=O.C(OCC)(=O)C.O>[Br:1][C:2]1[CH:9]=[CH:8][C:5]([NH:6][CH3:7])=[C:4]([N+:10]([O-:12])=[O:11])[C:3]=1[S:26][C:20]1[CH:25]=[CH:24][CH:23]=[CH:22][CH:21]=1 |f:1.2.3|. Reported procedure: A solution of 4-bromo-3-fluoro-N-methyl-2-nitroaniline (0.30 g, 1.20 mmol) in N,N-dimethylformamide (2.45 mL) was treated with cesium carbonate (0.472 g, 1.45 mmol) and benzenethiol (0.149 mL, 1.45 mmol). The resultant reaction mixture was warmed to 80° C. and stirred at 80° C. for 30 min, after which time the reaction mixture was diluted with ethyl acetate and water. Layers were separated and the organic layer was washed with 10% solution of K2CO3 and brine, dried with sodium sulfate, filtered,... Starting materials: O(C(=S)[S-])CC.[K+] (potassium ethyl xanthate), NC=1C=C(C=CC1C1CCCCC1)C(C(=O)OCC)=O (ethyl 3-amino-4-cyclohexylphenylglyoxylate), ice, Cl (hydrochloric acid), N(=O)[O-].[Na+] (sodium nitrite). Run in O (water), O (water). Conditions: time 10 minute. Product: SC=1C=C(C=CC1C1CCCCC1)C(C(=O)O)=O (3-mercapto-4-cyclohexylphenylglyoxylic acid). Reaction SMILES: N[C:2]1[CH:3]=[C:4]([C:14](=[O:20])[C:15]([O:17]CC)=[O:16])[CH:5]=[CH:6][C:7]=1[CH:8]1[CH2:13][CH2:12][CH2:11][CH2:10][CH2:9]1.Cl.N([O-])=O.[Na+].O(CC)C([S-])=[S:28].[K+]>O>[SH:28][C:2]1[CH:3]=[C:4]([C:14](=[O:20])[C:15]([OH:17])=[O:16])[CH:5]=[CH:6][C:7]=1[CH:8]1[CH2:13][CH2:12][CH2:11][CH2:10][CH2:9]1 |f:2.3,4.5|. Procedure details: To 17.3 g. of ethyl 3-amino-4-cyclohexylphenylglyoxylate in 11.1 ml. of concentrated hydrochloric acid and 20 g. of ice is added 4.1 g. of sodium nitrite in 2 ml. of water. This mixture is stirred for 10 min. and then added gradually to an ice cold solution of 10.3 g. of potassium ethyl xanthate in 14 ml. of water. The reaction is gradually heated over 45 minutes to 50° C. and stirred an additional 45 minutes. The mixture is then cooled, extracted with ether which is then washed with water, dilu...